Dataset: the Open Reaction Database (ORD), a public repository of structured organic reaction records. Task: describe an organic reaction: reactants, conditions, products, and yield The reactants are OC=1C(=CC=2CCCCC2C1)C(=O)O (3-hydroxy-5,6,7,8-tetrahydro-2-naphthoic acid), CO (methanol), Cl (hydrogen chloride). Conditions: time 2 hour. Yields the product COC(=O)C1=CC=2CCCCC2C=C1O (3-Hydroxy-5,6,7,8-tetrahydro-2-naphthoic Acid Methyl Ester). As a reaction SMILES: [OH:1][C:2]1[C:3]([C:12]([OH:14])=[O:13])=[CH:4][C:5]2[CH2:6][CH2:7][CH2:8][CH2:9][C:10]=2[CH:11]=1.Cl.[CH3:16]O>>[CH3:16][O:13][C:12]([C:3]1[C:2]([OH:1])=[CH:11][C:10]2[CH2:9][CH2:8][CH2:7][CH2:6][C:5]=2[CH:4]=1)=[O:14]. Procedure: A 281 g sample of 3-hydroxy-5,6,7,8-tetrahydro-2-naphthoic acid was dissolved in 1.4 l of methanol, and while hydrogen chloride gas was supplied, the solution was first exposed to room temperature for 2 hours, and then heated at 60° to 70° C. for 4 hours. Methanol was distilled off under vacuum, water was added to the residue, which was then extracted with ethyl acetate. The ethyl acetate layer was washed with sodium bicarbonate until it became neutral, and then it was dehydrated and concentrate... Starting materials: C(C)(C)(C)C1=CC(=NO1)NC(NC1=CC=C(C=C1)NC(C1=NC(=CC=C1)CN1C(C2=CC=CC=C2C1=O)=O)=O)=O (N-(4-(3-(5-(tert-butyl)isoxazol-3-yl)ureido)phenyl)-6-((1,3-dioxoisoindolin-2-yl)methyl)picolinamide), O.NN (Hydrazine hydrate), Cl (HCl). The solvent is C(C)O (ethanol), CCOCC (Et2O). Run at temperature 70 celsius. The product is Cl.NCC1=CC=CC(=N1)C(=O)NC1=CC=C(C=C1)NC(=O)NC1=NOC(=C1)C(C)(C)C (6-(aminomethyl)-N-(4-(3-(5-(tert-butyl)isoxazol-3-yl)ureido)phenyl)picolinamide hydrochloride). As a reaction SMILES: [C:1]([C:5]1[O:9][N:8]=[C:7]([NH:10][C:11](=[O:40])[NH:12][C:13]2[CH:18]=[CH:17][C:16]([NH:19][C:20](=[O:39])[C:21]3[CH:26]=[CH:25][CH:24]=[C:23]([CH2:27][N:28]4C(=O)C5C(=CC=CC=5)C4=O)[N:22]=3)=[CH:15][CH:14]=2)[CH:6]=1)([CH3:4])([CH3:3])[CH3:2].O.NN.[ClH:44]>C(O)C.CCOCC>[ClH:44].[NH2:28][CH2:27][C:23]1[N:22]=[C:21]([C:20]([NH:19][C:16]2[CH:15]=[CH:14][C:13]([NH:12][C:11]([NH:10][C:7]3[CH:6]=[C:5]([C:1]([CH3:4])([CH3:3])[CH3:2])[O:9][N:8]=3)=[O:40])=[CH:18][CH:17]=2)=[O:39])[CH:26]=[CH:25][CH:24]=1 |f:1.2,6.7|. Procedure details: A suspension of N-(4-(3-(5-(tert-butyl)isoxazol-3-yl)ureido)phenyl)-6-((1,3-dioxoisoindolin-2-yl)methyl)picolinamide (60 mg, 0.11 mmol) from Step 1 of this example in ethanol was heated at 70° C. until a clear solution was observed. Hydrazine hydrate (0.1 mL) was then added, the resulting mixture was heated at 70° C. for 1 h. The reaction mixture was cooled to 0° C. and filtered through celite. The filtrate was concentrated under reduced pressure, and the crude residue was purified by preparativ...